From a dataset of the Open Reaction Database (ORD), a public repository of structured organic reaction records. describe an organic reaction: reactants, conditions, products, and yield The reactants are O[C@@H]1C[C@@]2(CC[C@H]3[C@@H]4CC[C@H]([C@@H](CCCC(C)(C)O)C)[C@]4(CC[C@@H]3[C@]2(CC1)C)C)O (3β, 5α,25-tri-hydroxy-cholestane), CC(=O)C.OS(=O)(=O)O.O=[Cr](=O)=O (Jones reagent), CO (methanol). The solvent is CC(=O)C (acetone). Reaction conditions: time 15 minute. The product is O=C1C[C@@]2(CC[C@H]3[C@@H]4CC[C@H]([C@@H](CCCC(C)(C)O)C)[C@]4(CC[C@@H]3[C@]2(CC1)C)C)O (3-keto-5α,25-dihydroxy-cholestane). Isolated yield 76.4%. As a reaction SMILES: [OH:1][C@H:2]1[CH2:27][CH2:26][C@@:25]2([CH3:28])[C@@:4]([OH:30])([CH2:5][CH2:6][C@@H:7]3[C@@H:24]2[CH2:23][CH2:22][C@@:21]2([CH3:29])[C@H:8]3[CH2:9][CH2:10][C@@H:11]2[C@H:12]([CH3:20])[CH2:13][CH2:14][CH2:15][C:16]([OH:19])([CH3:18])[CH3:17])[CH2:3]1.CC(C)=O.OS(O)(=O)=O.O=[Cr](=O)=O.CO>CC(C)=O>[O:1]=[C:2]1[CH2:27][CH2:26][C@@:25]2([CH3:28])[C@@:4]([OH:30])([CH2:5][CH2:6][C@@H:7]3[C@@H:24]2[CH2:23][CH2:22][C@@:21]2([CH3:29])[C@H:8]3[CH2:9][CH2:10][C@@H:11]2[C@H:12]([CH3:20])[CH2:13][CH2:14][CH2:15][C:16]([OH:19])([CH3:18])[CH3:17])[CH2:3]1 |f:1.2.3|. Reported procedure: A solution of 750 mg of the 3β ,5α -25-trihydroxy-cholestane (VI) in 300 ml of acetone was treated dropwise with 10cc of Jones reagent. The reaction mixture was treated with 10 ml of methanol, left for 15 minutes at room temperature and concentrated in vacuum. The residue was extracted with ether and washed with water. The ether extract was evaporated in vacuo and the residue was crystallized from benzene to give 570 mg of 3-keto-5α,25-dihydroxy-cholestane (VII) m.p. 215°-217°. Nmr δ 0.70 (s, 3H... The reactants are compound, SC1=NN=CN1C (3-mercapto-4-methyl-1,2,4-triazole), ClC1=NC=NC2=CC=C(C=C12)I (4-chloro-6-iodo-quinazoline), NC1=NC=NC=C1 (4-aminopyrimidine). Product: CN1C(=NN=C1)SC=1C=C2C(=NC=NC2=CC1)NC1=NC=NC=C1 ([6-(4-Methyl-4H-[1,2,4]-triazol-3-ylsulfanyl)-quinazolin-4-yl]-pyrimidin-4-yl-amine). Reaction SMILES: Cl[C:2]1[C:11]2[C:6](=[CH:7][CH:8]=[C:9](I)[CH:10]=2)[N:5]=[CH:4][N:3]=1.[NH2:13][C:14]1[CH:19]=[CH:18][N:17]=[CH:16][N:15]=1.[SH:20][C:21]1[N:25]([CH3:26])[CH:24]=[N:23][N:22]=1>>[CH3:26][N:25]1[CH:24]=[N:23][N:22]=[C:21]1[S:20][C:9]1[CH:10]=[C:11]2[C:6](=[CH:7][CH:8]=1)[N:5]=[CH:4][N:3]=[C:2]2[NH:13][C:14]1[CH:19]=[CH:18][N:17]=[CH:16][N:15]=1. Reported procedure: The compound of Example 18 was manufactured by the same method as in Example 1, by a similar method thereto or by a combination of such a method with a conventional method using 4-chloro-6-iodo-quinazoline, 4-aminopyrimidine and 3-mercapto-4-methyl-1,2,4-triazole. The reactants are N1CCOCC1 (morpholine), C(=O)(O)C=1N(C(C2=CC(=C(C=C2C1C1=CC(=C(C(=C1)OC)OC)OC)OC)OC)=O)C (3-carboxy-6,7-dimethoxy-2-methyl-4-(3,4,5-trimethoxyphenyl)-1(2H)-isoquinolinone), C1(CCCCC1)N=C=NC1CCCCC1 (1,3-dicyclohexylcarbodiimide), ON1N=NC2=C1C=CC=C2 (1-hydroxybenzotriazole). Run in C(C)(=O)OCC (ethyl acetate), O (water), CN(C=O)C (dimethylformamide). Run at time 2 hour. The product is COC=1C=C2C(=C(N(C(C2=CC1OC)=O)C)C(=O)C1CNCCO1)C1=CC(=C(C(=C1)OC)OC)OC (6,7-dimethoxy-2-methyl-3-morphlino-carbonyl-4-(3,4,5-trimethoxyphenyl)-1(2H)-isoquinolinone). The yield is 51.3%. RXN SMILES: [C:1]([C:4]1[N:5]([CH3:31])[C:6](=[O:30])[C:7]2[C:12]([C:13]=1[C:14]1[CH:19]=[C:18]([O:20][CH3:21])[C:17]([O:22][CH3:23])=[C:16]([O:24][CH3:25])[CH:15]=1)=[CH:11][C:10]([O:26][CH3:27])=[C:9]([O:28][CH3:29])[CH:8]=2)(O)=[O:2].C1(N=C=NC2CCCCC2)CCCCC1.ON1C2C=CC=CC=2N=N1.[NH:57]1[CH2:62][CH2:61][O:60][CH2:59][CH2:58]1>CN(C)C=O.C(OCC)(=O)C.O>[CH3:27][O:26][C:10]1[CH:11]=[C:12]2[C:7](=[CH:8][C:9]=1[O:28][CH3:29])[C:6](=[O:30])[N:5]([CH3:31])[C:4]([C:1]([CH:59]1[O:60][CH2:61][CH2:62][NH:57][CH2:58]1)=[O:2])=[C:13]2[C:14]1[CH:15]=[C:16]([O:24][CH3:25])[C:17]([O:22][CH3:23])=[C:18]([O:20][CH3:21])[CH:19]=1. Procedure: A solution of the compound obtained in Example 128 (1.50 g), 1,3-dicyclohexylcarbodiimide (793 mg) and 1-hydroxybenzotriazole (588 mg) in dimethylformamide (30 ml) is stirred at room temperature for one hour, and thereto is added morpholine (335 mg), and the mixture is stirred for two hours. The mixture is further stirred at 50° C. for four hours. To the reaction mixture are added water and ethyl acetate. The ethyl acetate layer is separated, washed, dried, and concentrated under reduced pressur... Starting materials: N(=NC(=O)OC(C)C)C(=O)OC(C)C (diisopropyl azodicarboxylate), C(C)(C)(C)OC(NC1=C(C=CC(=C1)C)O)=O ((2-hydroxy-5-methyl-phenyl)-carbamic acid tert-butyl ester), C1(=CC=CC=C1)P(C1=CC=CC=C1)C1=CC=CC=C1 (triphenyl phosphine), CN(CCCO)C (3-(dimethylamino)-1-propanol). Solvent: O1CCCC1 (tetrahydrofuran), O1CCCC1 (tetrahydrofuran), C(C)(=O)OCC (ethyl acetate). Reaction conditions: time 12 hour. Product: C(C)(C)(C)OC(NC1=C(C=CC(=C1)C)OCCCN(C)C)=O ([2-(3-Dimethylamino-propoxy)-5-methyl-phenyl]-carbamic acid tert-butyl ester). RXN SMILES: [C:1]([O:5][C:6](=[O:16])[NH:7][C:8]1[CH:13]=[C:12]([CH3:14])[CH:11]=[CH:10][C:9]=1[OH:15])([CH3:4])([CH3:3])[CH3:2].C1(P(C2C=CC=CC=2)C2C=CC=CC=2)C=CC=CC=1.[CH3:36][N:37]([CH3:42])[CH2:38][CH2:39][CH2:40]O.N(C(OC(C)C)=O)=NC(OC(C)C)=O>O1CCCC1.C(OCC)(=O)C>[C:1]([O:5][C:6](=[O:16])[NH:7][C:8]1[CH:13]=[C:12]([CH3:14])[CH:11]=[CH:10][C:9]=1[O:15][CH2:40][CH2:39][CH2:38][N:37]([CH3:42])[CH3:36])([CH3:4])([CH3:2])[CH3:3]. Reported procedure: To a stirred, cooled (about 0° C.) solution of (2-hydroxy-5-methyl-phenyl)-carbamic acid tert-butyl ester (447 mg, 2.0 mmol), triphenyl phosphine (525 mg, 2.0 mmol), and 3-(dimethylamino)-1-propanol (237 μL, 2.0 mmol) in dry tetrahydrofuran (5 mL) was added diisopropyl azodicarboxylate (394 μL, 2.0 mmol) in 1 mL of tetrahydrofuran). After stirring for 12 hours, the reaction was diluted with 30 mL of ethyl acetate and washed with 30 mL of 10% aqueous sodium carbonate (2×30 mL), brine (1×30 mL), t...